This data is from the Open Reaction Database (ORD), a public repository of structured organic reaction records. The task is: describe an organic reaction: reactants, conditions, products, and yield Starting materials: ClC1=CC(=C(C=C1Cl)N)N (4,5-dichloro-1,2-phenylenediamine), C(C(=O)N)(=S)OCC (ethyl thiooxamate). The solvent is C(C)O (ethanol). Conditions: temperature 25 celsius. Product: ClC=1C=C2N=C(C(NC2=CC1Cl)=O)N (6,7-dichloro-3-aminoquinoxalin-2(1H)-one). Yield: 20.0%. As a reaction SMILES: [Cl:1][C:2]1[C:7]([Cl:8])=[CH:6][C:5]([NH2:9])=[C:4]([NH2:10])[CH:3]=1.[C:11]([O:16]CC)(=S)[C:12]([NH2:14])=O>C(O)C>[Cl:1][C:2]1[CH:3]=[C:4]2[C:5](=[CH:6][C:7]=1[Cl:8])[NH:9][C:11](=[O:16])[C:12]([NH2:14])=[N:10]2. Reported procedure: An adaptation of the method of Burrell et al., J. Chem. Soc. Perkin I. 2707 (1973), was used. A mixture of 4,5-dichloro-1,2-phenylenediamine (354 mg, 2.00 mmol; Aldrich Co.) and ethyl thiooxamate (333 mg, 2.50 mmol; Aldrich Co.) in 5 mL of ethanol was heated to reflux. The resulting brown solution was stirred under reflux for 10 h. The resulting brown suspension was cooled down to 25° C. A brown precipitate appeared. The mixture was vacuum filtered and the brown solid was washed with EtOH (5×2 m... The reactants are C(#N)C=1C=NC2=CC=C(N=C2C1CCN1C[C@@H]([C@@H](C1)O)CNC(C(F)(F)F)=O)OC (N-[((3S,4S)-1-{2-[3-cyano-6-(methyloxy)-1,5-naphthyridin-4-yl]ethyl}-4-hydroxy-3-pyrrolidinyl)methyl]-2,2,2-trifluoroacetamide). The solvent is CO (methanol). Conditions: time 2 hour. Product: NC[C@H]1CN(C[C@H]1O)CCC1=C(C=NC2=CC=C(N=C12)OC)C#N (4-{2-[(3S,4S)-3-(aminomethyl)-4-hydroxy-1-pyrrolidinyl]ethyl}-6-(methyloxy)-1,5-naphthyridine-3-carbonitrile). RXN SMILES: [C:1]([C:3]1[CH:4]=[N:5][C:6]2[C:11]([C:12]=1[CH2:13][CH2:14][N:15]1[CH2:19][C@@H:18]([OH:20])[C@@H:17]([CH2:21][NH:22]C(=O)C(F)(F)F)[CH2:16]1)=[N:10][C:9]([O:29][CH3:30])=[CH:8][CH:7]=2)#[N:2]>CO>[NH2:22][CH2:21][C@@H:17]1[C@H:18]([OH:20])[CH2:19][N:15]([CH2:14][CH2:13][C:12]2[C:11]3[C:6](=[CH:7][CH:8]=[C:9]([O:29][CH3:30])[N:10]=3)[N:5]=[CH:4][C:3]=2[C:1]#[N:2])[CH2:16]1. Procedure: N-[((3S,4S)-1-{2-[3-cyano-6-(methyloxy)-1,5-naphthyridin-4-yl]ethyl}-4-hydroxy-3-pyrrolidinyl)methyl]-2,2,2-trifluoroacetamide (0.110 g, 0.26 mmol) was dissolved in methanol (5 mL). 10% aqueous K CO was added to the original solution and it was stirred at ambient temperature for 2 hours. The solution was extracted 3× with chloroform and washed with brine. The solvent was removed under reduced pressure. (0.076 g, 89%) LCMS: m/z 328.6 (MH+). The reactants are ClCCl, O=C1c2c(Cl)cccc2-n2cnc(CO)c2C2CCCN12. Product: O=Cc1ncn2c1C1CCCN1C(=O)c1c(Cl)cccc1-2. RXN SMILES: [CH2:22]([Cl:23])[Cl:24].[Cl:1][c:2]1[cH:3][cH:4][cH:5][c:6]2[c:7]1[C:8](=[O:21])[N:9]1[CH:10]([c:11]3[n:12]-2[cH:13][n:14][c:15]3[CH2:16][OH:17])[CH2:18][CH2:19][CH2:20]1>>[Cl:1][c:2]1[cH:3][cH:4][cH:5][c:6]2[c:7]1[C:8](=[O:21])[N:9]1[CH:10]([c:11]3[n:12]-2[cH:13][n:14][c:15]3[CH:16]=[O:17])[CH2:18][CH2:19][CH2:20]1. Starting materials: N1=CC(=CC=C1)N1C(CC=2C1=NC=CC2)=O (1-pyridin-3-yl-1,3-dihydro-pyrrolo[2,3-b]pyridin-2-one), N1=CC=CC=C1 (pyridine), ice acetone, CN(C=O)C (dimethylformamide), P(=O)(Cl)(Cl)Cl (phosphorus oxychloride). Run in ClCCl (dichloromethane), ClCCl (dichloromethane). Reaction conditions: time 40 minute. Yields the product ClC1=C(C=2C(=NC=CC2)N1C=1C=NC=CC1)C=O (2-chloro-1-pyridin-3-yl-1H-pyrrolo[2,3-b]pyridine-3-carbaldehyde). Reaction SMILES: CN(C)[CH:3]=[O:4].P(Cl)(Cl)([Cl:8])=O.[N:11]1[CH:16]=[CH:15][CH:14]=[C:13]([N:17]2[C:21]3=[N:22][CH:23]=[CH:24][CH:25]=[C:20]3[CH2:19][C:18]2=O)[CH:12]=1.N1C=CC=CC=1>ClCCl>[Cl:8][C:18]1[N:17]([C:13]2[CH:12]=[N:11][CH:16]=[CH:15][CH:14]=2)[C:21]2=[N:22][CH:23]=[CH:24][CH:25]=[C:20]2[C:19]=1[CH:3]=[O:4]. Reported procedure: An ice-acetone cooled solution of anhydrous dimethylformamide (0.71 mL, 9.2 mmol) and anhydrous dichloromethane (2 mL) under a N2 atmosphere is treated drop-wise with phosphorus oxychloride (0.93 mL, 10 mmol). The resulting yellowish mixture is continued to stir for 40 mins to give a cloudy mixture. A solution of 1-pyridin-3-yl-1,3-dihydro-pyrrolo[2,3-b]pyridin-2-one (370 mg, 1.75 mmol) and pyridine (0.30 mL, 3.7 mmol) in dichloromethane (1 mL) is added drop-wise over 20 minutes to form a red mi... Starting materials: CCOCCNc1ncccc1[N+](=O)[O-], CO, [H][H], c1ccsc1. The product is CCOCCNc1ncccc1N. Reaction SMILES: [CH2:1]([CH3:2])[O:3][CH2:4][CH2:5][NH:6][c:7]1[n:8][cH:9][cH:10][cH:11][c:12]1[N+:13]([O-:14])=[O:15].[CH3:23][OH:24].[H:21][H:22].[cH:16]1[cH:17][s:18][cH:19][cH:20]1>>[CH2:1]([CH3:2])[O:3][CH2:4][CH2:5][NH:6][c:7]1[n:8][cH:9][cH:10][cH:11][c:12]1[NH2:13]. Starting materials: C[O-].[Na+] (sodium methoxide), O[C@@H](CC(=O)[O-])C[C@@H](CC[C@H]1[C@H](C=CC2=C[C@H](C[C@@H]([C@H]12)OC([C@H](CC)C)=O)O)C)O ((3R,5R)-3,5-dihydroxy-7-[(1S,2S,6S,8S,8aR)-6-hydroxy-2-methyl-8-[(S)-2-methyl-butyryloxy]-1,2,6,7,8,8a-hexahydro-1-naphthyl]heptanoate), CC[C@H](C)C(=O)O[C@H]1C[C@@H](C=C2[C@H]1[C@H]([C@H](C=C2)C)CC[C@H](C[C@H](CC(=O)O)O)O)O (pravastatin). Yields the product O[C@@H](CC(=O)[O-])C[C@@H](CC[C@H]1[C@H](C=CC2=C[C@H](C[C@@H]([C@H]12)O)O)C)O.[Na+] (Sodium (3R,5R)-3,5-dihydroxy-7-[(1S,2S,6S,8S,8aR)-6,8-dihydroxy-2-methyl-1,2,6,7,8,8a-hexahydro-1-naphthyl]heptanoate). The solvent is CO (methanol), CO (methanol). RXN SMILES: C[O-].[Na+:3].[OH:4][C@H:5]([CH2:10][C@H:11]([OH:33])[CH2:12][CH2:13][C@@H:14]1[C@@H:23]2[C:18](=[CH:19][C@@H:20]([OH:31])[CH2:21][C@@H:22]2[O:24]C(=O)[C@@H](C)CC)[CH:17]=[CH:16][C@@H:15]1[CH3:32])[CH2:6][C:7]([O-:9])=[O:8].CC[C@@H](C(O[C@@H]1[C@@H]2[C@@H](CC[C@@H](O)C[C@@H](O)CC(O)=O)[C@@H](C)C=CC2=C[C@@H](O)C1)=O)C>CO>[OH:4][C@H:5]([CH2:10][C@H:11]([OH:33])[CH2:12][CH2:13][C@@H:14]1[C@@H:23]2[C:18](=[CH:19][C@@H:20]([OH:31])[CH2:21][C@@H:22]2[OH:24])[CH:17]=[CH:16][C@@H:15]1[CH3:32])[CH2:6][C:7]([O-:9])=[O:8].[Na+:3] |f:0.1,5.6|. Procedure: 50 ml (0.24 mol) of a 28% w/v solution of sodium methoxide in methanol were added to a solution of 100 g (0.31 mol) of (3R,5R)-3,5-dihydroxy-7-[(1S,2S,6S,8S,8aR)-6-hydroxy-2-methyl-8-[(S)-2-methyl-butyryloxy]-1,2,6,7,8,8a-hexahydro-1-naphthyl]heptanoate (pravastatin: prepared as described in U.S. Pat. No. 4,346,227) in 900 ml of methanol, and the resulting mixture was heated under reflux for 60 hours. At the end of this time, the mixture was cooled to room temperature, and the methanol was then ... Yield: 95.0%. Product: BrC=1C=CC=2N(C3=CC=CC=C3C2C1)C=C (3-bromo-9-vinylcarbazole). Reactants: solid, [OH-].[K+] (potassium hydroxide), BrC=1C=CC=2NC3=CC=CC=C3C2C1 (3-Bromocarbazole), ClCCOS(=O)(=O)C=1C(=CC=CC1)C (β-chloroethyltoluenesulfonate), [OH-].[Na+] (sodium hydroxide), ClCCOS(=O)(=O)C=1C(=CC=CC1)C (β-chloroethyltoluenesulfonate), [OH-].[Na+] (sodium hydroxide), [OH-].[K+] (potassium hydroxide), BrC=1C=CC=2N(C3=CC=CC=C3C2C1)CCCl (3-bromo-9-(2-chloroethyl)-carbazole). Procedure: 3-Bromocarbazole (24.6 g, 0.1 mole) was dissolved in acetone. To it was added β-chloroethyltoluenesulfonate (31.68 g, 0.135 moles) and sodium hydroxide (13 g, 0.325 mole) dissolved in 10 ml of distilled water. The mixture was brought to reflux. After 24 hours, equal amounts of β-chloroethyltoluenesulfonate, sodium hydroxide, and water were added. Refluxing was continued until 3-bromo-9-(2-chloroethyl)-carbazole was formed in >95 percent yield as judged by GLPC analysis. The product was dissolved... Conditions: time 24 hour. Run in C(C)OCC (diethyl ether), O1CCCC1 (tetrahydrofuran), CC(=O)C (acetone), O (water), O (water), C(C)O (ethanol). As a reaction SMILES: BrC1C=CC2NC3C(C=2C=1)=CC=CC=3.ClCCOS(C1C(C)=CC=CC=1)(=O)=O.[OH-].[Na+].[Br:31][C:32]1[CH:33]=[CH:34][C:35]2[N:36]([CH2:45][CH2:46]Cl)[C:37]3[C:42]([C:43]=2[CH:44]=1)=[CH:41][CH:40]=[CH:39][CH:38]=3.[OH-].[K+]>CC(C)=O.O.C(OCC)C.O1CCCC1.C(O)C>[Br:31][C:32]1[CH:33]=[CH:34][C:35]2[N:36]([CH:45]=[CH2:46])[C:37]3[C:42]([C:43]=2[CH:44]=1)=[CH:41][CH:40]=[CH:39][CH:38]=3 |f:2.3,5.6|.